The task is: describe an organic reaction: reactants, conditions, products, and yield. This data is from the Open Reaction Database (ORD), a public repository of structured organic reaction records. Starting materials: FC1=CC(=C(C=C1)N1C(=NC=C1CN1C(C=2C(C1=O)=CC=CC2)=O)CN(C)C)C(C2=C(C=CC=C2)F)=O (N-[[1-[4-fluoro-2-(o-fluorobenzoyl)phenyl]-2-[(dimethylamino)methyl]-imidazol-5-yl]methyl]phthalimide), O.NN (hydrazine hydrate). Run in C(C)O (ethanol). Product: FC=1C=CC2=C(C(=NCC=3N2C(=NC3)CN(C)C)C3=C(C=CC=C3)F)C1 (8-fluoro-6-(o-fluorophenyl)-1-[(dimethylamino)methyl]-4H-imidazo[1,5-a][1,4]benzodiazepine). RXN SMILES: [F:1][C:2]1[CH:7]=[CH:6][C:5]([N:8]2[C:12]([CH2:13][N:14]3C(=O)C4=CC=CC=C4[C:15]3=O)=[CH:11][N:10]=[C:9]2[CH2:25][N:26]([CH3:28])[CH3:27])=[C:4](C(=O)C2C=CC=CC=2F)[CH:3]=1.O.NN>C(O)C>[F:1][C:2]1[CH:3]=[CH:4][C:5]2[N:8]3[C:9]([CH2:25][N:26]([CH3:27])[CH3:28])=[N:10][CH:11]=[C:12]3[CH2:13][N:14]=[C:15]([C:3]3[CH:4]=[CH:5][CH:6]=[CH:7][C:2]=3[F:1])[C:6]=2[CH:7]=1 |f:1.2|. Reported procedure: In the manner given in Example 4, N-[[1-[4-fluoro-2-(o-fluorobenzoyl)phenyl]-2-[(dimethylamino)methyl]-imidazol-5-yl]methyl]phthalimide in ethanol is heated with hydrazine hydrate to give 8-fluoro-6-(o-fluorophenyl)-1-[(dimethylamino)methyl]-4H-imidazo[1,5-a][1,4]benzodiazepine. Reactants: BrC1=C(N)C(=CC=C1)F (2-Bromo-6-fluoroaniline), Cl (hydrochloric acid), Cl (hydrochloric acid), stannous chloride, N(=O)[O-].[Na+] (sodium nitrite). Run in [OH-].[Na+] (sodium hydroxide), [OH-].[Na+] (sodium hydroxide). Reaction conditions: temperature 0 celsius, time 30 minute. Product: Cl.BrC1=C(C(=CC=C1)F)NN ((2-bromo-6-fluorophenyl)hydrazine hydrochloride). RXN SMILES: [Br:1][C:2]1[CH:8]=[CH:7][CH:6]=[C:5]([F:9])[C:3]=1[NH2:4].[ClH:10].[N:11]([O-])=O.[Na+]>[OH-].[Na+]>[ClH:10].[Br:1][C:2]1[CH:8]=[CH:7][CH:6]=[C:5]([F:9])[C:3]=1[NH:4][NH2:11] |f:2.3,4.5,6.7|. Procedure: 2-Bromo-6-fluoroaniline (2.0 g, 10 mmol) was dissolved in hydrochloric acid (7.0 mL, 12 N aqueous, 8.0 equiv) and cooled to 0° C. An aqueous solution (10 mL) of sodium nitrite (0.80 g, 11 mmol, 1.1 equiv) was added dropwise over 30 minutes via addition funnel and the mixture was stirred for an additional 30 minutes at 0° C. A hydrochloric acid solution (10 mL, 12 N aqueous) of stannous chloride (7.1 g, 31 mmol, 3.0 equiv) was then added to the mixture over 45 minutes via addition funnel and the ... Product: CC(=O)Nc1nc(CCc2ccc(C#N)cc2)cs1. As a reaction SMILES: [C:1](#[N:2])[c:3]1[cH:4][cH:5][c:6]([CH:9]=[CH:10][c:11]2[n:12][c:13]([NH:16][C:17]([CH3:18])=[O:19])[s:14][cH:15]2)[cH:7][cH:8]1.[C:20]([c:21]1[cH:22][cH:23][c:24]([CH:25]=[CH:26][c:27]2[n:28][c:29]([NH:30][C:31](=[O:32])[CH3:33])[s:34][cH:35]2)[cH:36][cH:37]1)#[N:38].[CH3:39][OH:40].[CH3:43][C:44](=[O:45])[OH:46].[H:41][H:42].[O:47]1[CH2:48][CH2:49][CH2:50][CH2:51]1>>[C:1](#[N:2])[c:3]1[cH:4][cH:5][c:6]([CH2:9][CH2:10][c:11]2[n:12][c:13]([NH:16][C:17]([CH3:18])=[O:19])[s:14][cH:15]2)[cH:7][cH:8]1. Reactants: CC(=O)Nc1nc(C=Cc2ccc(C#N)cc2)cs1, CC(=O)Nc1nc(C=Cc2ccc(C#N)cc2)cs1, CO, CC(=O)O, [H][H], C1CCOC1. The reactants are C(CC)N(C1CC2=CC(=C(C=C2C1)C(=O)OC)OCC)CCC (Methyl 2-(dipropylamino)-6-ethoxy-2,3-dihydro-1H-indene-5-carboxylate), C(C1=CC=CC=C1)NC=O (N-benzylformamide). The product is C(CC)N(C1CC2=CC(=C(C=C2C1)C(=O)NCC1=CC=CC=C1)OCC)CCC (2-(Dipropylamino)-6-ethoxy-2,3-dihydro-N-(phenylmethyl)-1H-indene-5- carboxamide). Reaction SMILES: [CH2:1]([N:4]([CH2:21][CH2:22][CH3:23])[CH:5]1[CH2:13][C:12]2[C:7](=[CH:8][C:9]([O:18][CH2:19][CH3:20])=[C:10]([C:14](OC)=[O:15])[CH:11]=2)[CH2:6]1)[CH2:2][CH3:3].[CH2:24]([NH:31]C=O)[C:25]1[CH:30]=[CH:29][CH:28]=[CH:27][CH:26]=1>>[CH2:21]([N:4]([CH2:1][CH2:2][CH3:3])[CH:5]1[CH2:13][C:12]2[C:7](=[CH:8][C:9]([O:18][CH2:19][CH3:20])=[C:10]([C:14]([NH:31][CH2:24][C:25]3[CH:30]=[CH:29][CH:28]=[CH:27][CH:26]=3)=[O:15])[CH:11]=2)[CH2:6]1)[CH2:22][CH3:23]. Procedure details: Using procedure 41, methyl 2-(dipropylamino)-6-ethoxy-2,3-dihydro-1H-indene-5-carboxylate (77, 0.32 g, 1 mmol) was treated with N-benzylformamide (1.35 g, 10 mmol). Chromatographic purification yielded pure product 84 as a oil which was converted into the HCl salt and crystallized from EtOAc to give a white solid (m.p. 219-221° C.). The reactants are 9-methoxy-2-propyl-11,12-dihydro-3H,6αH,13H-6-oxa-3,12α-diaza-benzo[a]cyclopent[h]anthracene-1-carboxylic acid ethyl ester, C(C)OC(=O)C1=C(N(C2=CC=C(C(=C12)CN(C)C)O)C)CCC (4-(dimethylamino-methyl)-5-hydroxy-1-methyl-2-propyl-1H-indole-3-carboxylic acid ethyl ester), COC=1C=C2CCN=CC2=CC1 (6-methoxy-3,4-dihydro-isoquinoline). Product: C(C)OC(=O)C1=C(N(C=2C1=C1CN3CCC4=C(C3OC1=CC2)C=CC(=C4)OC)C)CCC (9-Methoxy-3-methyl-2-propyl-11,12-dihydro-3H,6aH,13H-6-oxa-3,12a-diaza-benzo[a]cyclopent[h]anthracene-1-carboxylic acid ethyl ester). The yield is 7.7%. As a reaction SMILES: [CH2:1]([O:3][C:4]([C:6]1[C:14]2[C:9](=[CH:10][CH:11]=[C:12]([OH:19])[C:13]=2[CH2:15][N:16]([CH3:18])[CH3:17])[N:8]([CH3:20])[C:7]=1[CH2:21][CH2:22][CH3:23])=[O:5])[CH3:2].[CH3:24][O:25][C:26]1[CH:27]=[C:28]2[C:33](=[CH:34][CH:35]=1)C=NC[CH2:29]2>>[CH2:1]([O:3][C:4]([C:6]1[C:14]2=[C:13]3[C:12](=[CH:11][CH:10]=[C:9]2[N:8]([CH3:20])[C:7]=1[CH2:21][CH2:22][CH3:23])[O:19][CH:17]1[N:16]([CH2:18][CH2:29][C:28]2[CH:27]=[C:26]([O:25][CH3:24])[CH:35]=[CH:34][C:33]=21)[CH2:15]3)=[O:5])[CH3:2]. Reported procedure: By following the general procedure of Example 2 for the preparation of 9-methoxy-2-propyl-11,12-dihydro-3H,6αH,13H-6-oxa-3,12α-diaza-benzo[a]cyclopent[h]anthracene-1-carboxylic acid ethyl ester, 4-(dimethylamino-methyl)-5-hydroxy-1-methyl-2-propyl-1H-indole-3-carboxylic acid ethyl ester (2.1 g, 6.6 mmol) was reacted with 6-methoxy-3,4-dihydro-isoquinoline (1.005 g, 6.6 mmol) to give the desired product (0.22 g, 8%). MP 150-151° C. MS: 435.2 (M+1+).